Task: describe an organic reaction: reactants, conditions, products, and yield. Dataset: the Open Reaction Database (ORD), a public repository of structured organic reaction records Yield: 58.0%. The reactants are Cl.C(C(C)C)N([C@@H](CCCCN)C(=O)O)S(=O)(=O)C1=CC=C(C=C1)C (Nα-isobutyl-Nα-(4-methylbenzenesulfonyl)-L-lysine hydrochloride), CC1=CC=C(C=C1)S(=O)(=O)N(CC(C)C)[C@@H](CCCCNC(=O)[C@H](CC2=CNC3=CC=CC=C32)NS(=O)(=O)C4=CC=C(C=C4)[N+](=O)[O-])C(=O)O (Nα-isobutyl-Nα-(4-methylbenzenesulfonyl)-Nε-[N′α-(4-nitrobenzenesulfonyl)-L-tryptophanyl]-L-lysine), [N+](=O)([O-])C1=CC=C(C=C1)S(=O)(=O)N[C@@H](CC1=CNC2=CC=CC=C12)C(=O)O (Nα-(4-nitrobenzenesulfonyl)-L-tryptophan). As a reaction SMILES: Cl.C(N(S(C1C=CC(C)=CC=1)(=O)=O)[C@H](C(O)=O)CCCCN)C(C)C.[N+](C1C=CC(S(N[C@H](C(O)=O)CC2C3C(=CC=CC=3)NC=2)(=O)=O)=CC=1)([O-])=O.[CH3:53][C:54]1[CH:59]=[CH:58][C:57]([S:60]([N:63]([C@H:68]([C:100]([OH:102])=[O:101])[CH2:69][CH2:70][CH2:71][CH2:72][NH:73][C:74]([C@@H:76]([NH:87][S:88]([C:91]2[CH:96]=[CH:95][C:94]([N+:97]([O-])=O)=[CH:93][CH:92]=2)(=[O:90])=[O:89])[CH2:77][C:78]2[C:86]3[C:81](=[CH:82][CH:83]=[CH:84][CH:85]=3)[NH:80][CH:79]=2)=[O:75])[CH2:64][CH:65]([CH3:67])[CH3:66])(=[O:62])=[O:61])=[CH:56][CH:55]=1>>[CH3:53][C:54]1[CH:55]=[CH:56][C:57]([S:60]([N:63]([C@H:68]([C:100]([OH:102])=[O:101])[CH2:69][CH2:70][CH2:71][CH2:72][NH:73][C:74]([C@@H:76]([NH:87][S:88]([C:91]2[CH:92]=[CH:93][C:94]([NH2:97])=[CH:95][CH:96]=2)(=[O:89])=[O:90])[CH2:77][C:78]2[C:86]3[C:81](=[CH:82][CH:83]=[CH:84][CH:85]=3)[NH:80][CH:79]=2)=[O:75])[CH2:64][CH:65]([CH3:67])[CH3:66])(=[O:61])=[O:62])=[CH:58][CH:59]=1 |f:0.1|. The product is CC1=CC=C(C=C1)S(=O)(=O)N(CC(C)C)[C@@H](CCCCNC(=O)[C@H](CC2=CNC3=CC=CC=C32)NS(=O)(=O)C4=CC=C(C=C4)N)C(=O)O (Nα-isobutyl-Nα-(4-methylbenzenesulfonyl)-Nε-[N′α-(4-aminobenzenesulfonyl)-L-tryptophanyl]-L-lysine), desired material. Procedure: The title compound was prepared from Nα-isobutyl-Nα-(4-methylbenzenesulfonyl)-L-lysine hydrochloride (200 mg, 0.59 mmol, example 1, step E) as described in general procedure Bc using Nα-(4-nitrobenzenesulfonyl)-L-tryptophan (300 mg, 0.75 mmol) prepared in step A of example 5. The intermediate, Nα-isobutyl-Nα-(4-methylbenzenesulfonyl)-Nε-[N′α-(4-nitrobenzenesulfonyl)-L-tryptophanyl]-L-lysine, was reduced following the conditions of general procedure E. The final product was purified by preparativ... Reactants: [Li+].[OH-] (LiOH), N(=[N+]=[N-])CCOCCOCCOCCONC(=O)C1=NC=2C(C(C3=C(C2C(=C1)C(=O)O)NC(=C3)C(=O)O)=O)=O (7-(((11-Azido-3,6,9-trioxaundecyl)oxy)carbamoyl)-4,5-dioxo-4,5-dihydro-1H-pyrrolo[2,3-f]quinoline-2,9-dicarboxylic acid), C1(=CC=CC=C1)P(C1=C(C(=O)OC)C=CC(=C1)C(NCCCCCCNC(\C=C\C=1C(NC(N(C1)[C@@H]1O[C@@H]([C@H](C1)O)CO)=O)=O)=O)=O)C1=CC=CC=C1 (Methyl 2-(diphenylphosphino)-4-((6-((E)-3-(1-((2R,4S,5R)-4-hydroxy-5-(hydroxymethyl)tetrahydrofuran-2-yl)-2,4-dioxo-1,2,3,4-tetrahydropyrimidin-5-yl)acrylamido)hexyl)carbamoyl)benzoate). Reagents/catalysts: Cl (HCl). Solvent: CC#N (MeCN), O (water), O (water). Reaction conditions: time 48 hour. The product is C1(=CC=CC=C1)P(=O)(C1=CC=CC=C1)C1=C(C=CC(=C1)C(NCCCCCCNC(\C=C\C=1C(NC(N(C1)[C@@H]1O[C@@H]([C@H](C1)O)CO)=O)=O)=O)=O)C(NCCOCCOCCOCCONC(=O)C1=NC=2C(C(C3=C(C2C(=C1)C(=O)O)NC(=C3)C(=O)O)=O)=O)=O (7-(((1-(2-(diphenylphosphoryl)-4-((6-((E)-3-(1-((2R,4S,5R)-4-hydroxy-5-(hydroxymethyl)tetrahydrofuran-2-yl)-2,4-dioxo-1,2,3,4-tetrahydropyrimidin-5-yl)acrylamido)hexyl)carbamoyl)phenyl)-1-oxo-5,8,11-trioxa-2-azatridecan-13-yl)oxy)carbamoyl)-4,5-dioxo-4,5-dihydro-1H-pyrrolo[2,3-f]quinoline-2,9-dicarboxylic acid). Yield: 9517.2%. Reaction SMILES: [N:1]([CH2:4][CH2:5][O:6][CH2:7][CH2:8][O:9][CH2:10][CH2:11][O:12][CH2:13][CH2:14][O:15][NH:16][C:17]([C:19]1[CH:28]=[C:27]([C:29]([OH:31])=[O:30])[C:26]2[C:25]3[NH:32][C:33]([C:35]([OH:37])=[O:36])=[CH:34][C:24]=3[C:23](=[O:38])[C:22](=[O:39])[C:21]=2[N:20]=1)=[O:18])=[N+]=[N-].[Li+].[OH-:41].[C:42]1([P:48]([C:89]2[CH:94]=[CH:93][CH:92]=[CH:91][CH:90]=2)[C:49]2[CH:58]=[C:57]([C:59](=[O:88])[NH:60][CH2:61][CH2:62][CH2:63][CH2:64][CH2:65][CH2:66][NH:67][C:68](=[O:87])/[CH:69]=[CH:70]/[C:71]3[C:72](=[O:86])[NH:73][C:74](=[O:85])[N:75]([C@H:77]4[CH2:81][C@H:80]([OH:82])[C@@H:79]([CH2:83][OH:84])[O:78]4)[CH:76]=3)[CH:56]=[CH:55][C:50]=2[C:51]([O:53]C)=O)[CH:47]=[CH:46][CH:45]=[CH:44][CH:43]=1>CC#N.O.Cl>[C:42]1([P:48]([C:49]2[CH:58]=[C:57]([C:59](=[O:88])[NH:60][CH2:61][CH2:62][CH2:63][CH2:64][CH2:65][CH2:66][NH:67][C:68](=[O:87])/[CH:69]=[CH:70]/[C:71]3[C:72](=[O:86])[NH:73][C:74](=[O:85])[N:75]([C@H:77]4[CH2:81][C@H:80]([OH:82])[C@@H:79]([CH2:83][OH:84])[O:78]4)[CH:76]=3)[CH:56]=[CH:55][C:50]=2[C:51](=[O:53])[NH:1][CH2:4][CH2:5][O:6][CH2:7][CH2:8][O:9][CH2:10][CH2:11][O:12][CH2:13][CH2:14][O:15][NH:16][C:17]([C:19]2[CH:28]=[C:27]([C:29]([OH:31])=[O:30])[C:26]3[C:25]4[NH:32][C:33]([C:35]([OH:37])=[O:36])=[CH:34][C:24]=4[C:23](=[O:38])[C:22](=[O:39])[C:21]=3[N:20]=2)=[O:18])([C:89]2[CH:90]=[CH:91][CH:92]=[CH:93][CH:94]=2)=[O:41])[CH:43]=[CH:44][CH:45]=[CH:46][CH:47]=1 |f:1.2|. Reported procedure: The product from EXAMPLE 6 (7, 4.0 mg, 7.3 μMol) was mixed with distilled water (0.4 mL) and treated with 0.5 M LiOH (29 μL, 14.5 μMol). The resulting red solution was diluted with MeCN (0.6 mL). The product from EXAMPLE 12 (14, 25 mg, 33.7 nMol) was added in solid form, then the reaction mixture was placed under an atmosphere of N2 and stirred at room temperature for 48 hours. The reaction mixture was diluted with distilled water (0.4 mL) and the resulting solution was concentrated under a stre...